Dataset: the Open Reaction Database (ORD), a public repository of structured organic reaction records. Task: describe an organic reaction: reactants, conditions, products, and yield The product is N#CC(CCc1ccccc1)c1cccnc1. The reactants are BrCCc1ccccc1, [NH2-], [Na], C1CCOC1, N#CCc1cccnc1. RXN SMILES: [Br:12][CH2:13][CH2:14][c:15]1[cH:16][cH:17][cH:18][cH:19][cH:20]1.[NH2-:11].[Na:10].[O:21]1[CH2:22][CH2:23][CH2:24][CH2:25]1.[n:1]1[cH:2][c:3]([CH2:7][C:8]#[N:9])[cH:4][cH:5][cH:6]1>>[n:1]1[cH:2][c:3]([CH:7]([C:8]#[N:9])[CH2:13][CH2:14][c:15]2[cH:16][cH:17][cH:18][cH:19][cH:20]2)[cH:4][cH:5][cH:6]1.